Task: describe an organic reaction: reactants, conditions, products, and yield. Dataset: the Open Reaction Database (ORD), a public repository of structured organic reaction records The reactants are FC(C1=C(C=O)C=CC=C1)(F)F (2-Trifluoromethyl benzaldehyde), Grignard reagent, [NH4+].[Cl-] (NH4Cl), [Mg] (Magnesium), BrCCC1OCCO1 (2-(2-bromoethyl)-1,3-dioxolane). The solvent is C1CCOC1 (THF), TBF. Reaction conditions: time 1 hour. Yields the product O1C(OCC1)CCC(O)C1=C(C=CC=C1)C(F)(F)F (3-[1,3]dioxolan-2-yl-1-(2-trifluoromethyl-phenyl)-propan-1-ol). The yield is 118.7%. As a reaction SMILES: [Mg].Br[CH2:3][CH2:4][CH:5]1[O:9][CH2:8][CH2:7][O:6]1.[F:10][C:11]([F:21])([F:20])[C:12]1[CH:19]=[CH:18][CH:17]=[CH:16][C:13]=1[CH:14]=[O:15].[NH4+].[Cl-]>C1COCC1>[O:6]1[CH2:7][CH2:8][O:9][CH:5]1[CH2:4][CH2:3][CH:14]([C:13]1[CH:16]=[CH:17][CH:18]=[CH:19][C:12]=1[C:11]([F:10])([F:20])[F:21])[OH:15] |f:3.4|. Procedure details: Method 6 General Experimental: Magnesium (230.0 mmol, 5.6 g) in TBF (200 ml), under an argon atmosphere, was treated with 2-(2-bromoethyl)-1,3-dioxolane (200.0 mmol, 23.5 ml), slowly, keeping the internal temperature below 35° C. with the aid of an ice bath. After completion of the addition, the mixture was held at room temperature for an additional 1 h. 2-Trifluoromethyl benzaldehyde (100 mmol, 13.2 ml) in THF (100 ml) was cooled to −78° C. under an argon atmosphere, then treated with the fresh... The reactants are Cl.BrC1=C(N=C(N1CC)CCl)C (5-bromo-2-chloromethyl-1-ethyl-4-methyl-1H-imidazole hydrochloride), C(=O)([O-])[O-].[K+].[K+] (K2CO3), FC1=NC(=CC=C1)C=1NC=CN1 (2-fluoro-6-(1H-imidazol-2-yl)-pyridine), O (water). Solvent: CN(C)C=O (DMF). Conditions: time 24 hour. Yields the product BrC1=C(N=C(N1CC)CN1C(=NC=C1)C1=NC(=CC=C1)F)C (2-[1-(5-Bromo-1-ethyl-4-methyl-1H-imidazol-2-ylmethyl)-1H-imidazol-2-yl]-6-fluoro-pyridine). As a reaction SMILES: Cl.[Br:2][C:3]1[N:7]([CH2:8][CH3:9])[C:6]([CH2:10]Cl)=[N:5][C:4]=1[CH3:12].C([O-])([O-])=O.[K+].[K+].[F:19][C:20]1[CH:25]=[CH:24][CH:23]=[C:22]([C:26]2[NH:27][CH:28]=[CH:29][N:30]=2)[N:21]=1.O>CN(C=O)C>[Br:2][C:3]1[N:7]([CH2:8][CH3:9])[C:6]([CH2:10][N:30]2[CH:29]=[CH:28][N:27]=[C:26]2[C:22]2[CH:23]=[CH:24][CH:25]=[C:20]([F:19])[N:21]=2)=[N:5][C:4]=1[CH3:12] |f:0.1,2.3.4|. Procedure: To a solution of 74 mg (0.27 mmol) of 5-bromo-2-chloromethyl-1-ethyl-4-methyl-1H-imidazole hydrochloride in 1.5 ml of DMF is added 224 mg (1.62 mmol) of K2CO3 and 45 mg (0.27 mmol) of 2-fluoro-6-(1H-imidazol-2-yl)-pyridine. The mixture is stirred at room temperature for 24 hours. 5 ml water is added and the mixture was extracted with EtOAc (3×15 ml). The combined extracts are washed with 15 ml brine, dried (Na2SO4), filtered and evaporated in vacuo. The residue is purified by preparative TLC, de... The reactants are C(C1=CC=CC=C1)C1=NC(=CC=C1I)N1C[C@H]([C@@H](C1)OC)O (2-benzyl-3-iodo-6-[(3R,4R)-3-hydroxy-4-methoxypyrrolidin-1-yl]pyridine), C(#C)C1(CCCCC1)N1CCCCC1 (1-(1-Ethynylcyclohexyl)piperidine). Product: C(C1=CC=CC=C1)C1=NC(=CC=C1C#CC1(CCCCC1)N1CCCCC1)N1C[C@H]([C@@H](C1)OC)O (1-[1-[2-Benzyl-6-[(3R,4R)-3-hydroxy-4-methoxypyrrolidin-1-yl]-3-pyridyl]ethynylcyclohexyl]piperidine). RXN SMILES: [CH2:1]([C:8]1[C:13](I)=[CH:12][CH:11]=[C:10]([N:15]2[CH2:19][C@@H:18]([O:20][CH3:21])[C@H:17]([OH:22])[CH2:16]2)[N:9]=1)[C:2]1[CH:7]=[CH:6][CH:5]=[CH:4][CH:3]=1.[C:23]([C:25]1([N:31]2[CH2:36][CH2:35][CH2:34][CH2:33][CH2:32]2)[CH2:30][CH2:29][CH2:28][CH2:27][CH2:26]1)#[CH:24]>>[CH2:1]([C:8]1[C:13]([C:24]#[C:23][C:25]2([N:31]3[CH2:36][CH2:35][CH2:34][CH2:33][CH2:32]3)[CH2:30][CH2:29][CH2:28][CH2:27][CH2:26]2)=[CH:12][CH:11]=[C:10]([N:15]2[CH2:19][C@@H:18]([O:20][CH3:21])[C@H:17]([OH:22])[CH2:16]2)[N:9]=1)[C:2]1[CH:7]=[CH:6][CH:5]=[CH:4][CH:3]=1. Procedure details: This was synthesized in the same manner as in Example 6 except that 2-benzyl-3-iodo-6-[(3R,4R)-3-hydroxy-4-methoxypyrrolidin-1-yl]pyridine (Production Example 1) and 1-(1-ethynylcyclohexyl)piperidine (Production Example 18) were used.